Dataset: the Open Reaction Database (ORD), a public repository of structured organic reaction records. Task: describe an organic reaction: reactants, conditions, products, and yield The reactants are N1N=CC2=CC(=CC=C12)\C=C/1\C(NC2=CC=CC=C12)=O ((E)-3-((1H-indazol-5-yl)methylene)indolin-2-one), N1C(CC2=CC=CC=C12)=O (oxindole), N1N=CC2=CC=C(C=C12)C=O (1H-indazole-6-carbaldehyde). The product is N1N=CC2=CC=C(C=C12)\C=C/1\C(NC2=CC=CC=C12)=O ((E)-3-((1H-indazol-6-yl)methylene)indolin-2-one). RXN SMILES: N1[C:9]2[C:4](=[CH:5][C:6](/[CH:10]=[C:11]3/[C:12](=[O:20])[NH:13][C:14]4[C:19]/3=[CH:18][CH:17]=[CH:16][CH:15]=4)=[CH:7][CH:8]=2)C=N1.N1C2C(=CC=CC=2)CC1=O.[NH:31]1[C:39]2C(=CC=C(C=O)C=2)C=[N:32]1>>[NH:32]1[C:4]2[C:9](=[CH:8][CH:7]=[C:6](/[CH:10]=[C:11]3/[C:12](=[O:20])[NH:13][C:14]4[C:19]/3=[CH:18][CH:17]=[CH:16][CH:15]=4)[CH:5]=2)[CH:39]=[N:31]1. Reported procedure: The title compound was synthesized according to the method described for (E)-3-((1H-indazol-5-yl)methylene)indolin-2-one except reacting oxindole (67 mg, 0.216 mmol) with 1H-indazole-6-carbaldehyde (73 mg, 0.238 mmol) to obtain 32 mg, 51%. 1H NMR (400 MHz, CD3OD) δ 8.14 (s, 1H), 7.91 (d, J=8.5 Hz, 1H), 7.89 (s, 2H), 7.65 (d, J=7.6 Hz, 1H), 7.47 (d, J=8.4 Hz, 1H), 7.25 (t, J=7.7 Hz, 1H), 6.93 (d, J=7.8 Hz, 1H), 6.87 (t, J=7.6 Hz, 1H); MS ESI 262.0 [M+H]+, calcd for [C16H11N3O+H]+ 262.10. Procedure: A solution containing 4.6 g (0.025 mole) of (4-chloro-2-methylphenoxy)acetaldehyde and 2.1 g (0.028 mole) of glycolamide in 25 ml of tetrahydrofuran and 25 ml of ether was allowed to stand at ambient temperature for 24 hours. The resulting product was washed with 5% sodium carbonate and water, dried and purified by silica chromatography to give 1.1 g of 2-(4-chloro-2-methylphenoxymethyl)-4-oxazolidinone as a white crystalline solid melting at 109°-112°. The reactants are ClC1=CC(=C(OCC=O)C=C1)C ((4-chloro-2-methylphenoxy)acetaldehyde), C(CO)(=O)N (glycolamide). Run in O1CCCC1 (tetrahydrofuran), CCOCC (ether). Reaction SMILES: [Cl:1][C:2]1[CH:11]=[CH:10][C:5]([O:6][CH2:7][CH:8]=[O:9])=[C:4]([CH3:12])[CH:3]=1.[C:13]([NH2:17])(=[O:16])[CH2:14]O>O1CCCC1.CCOCC>[Cl:1][C:2]1[CH:11]=[CH:10][C:5]([O:6][CH2:7][CH:8]2[NH:17][C:13](=[O:16])[CH2:14][O:9]2)=[C:4]([CH3:12])[CH:3]=1. Run at time 24 hour. Yield: 18.2%. The product is ClC1=CC(=C(OCC2OCC(N2)=O)C=C1)C (2-(4-chloro-2-methylphenoxymethyl)-4-oxazolidinone). The reactants are CCO, Clc1nc(Cl)c(Cl)nc1Cl, NN, C1COCCO1, O. The product is NNc1nc(Cl)c(Cl)nc1Cl. Reaction SMILES: [CH3:20][CH2:21][OH:22].[Cl:1][c:2]1[c:3]([Cl:10])[n:4][c:5]([Cl:9])[c:6]([Cl:8])[n:7]1.[NH2:12][NH2:13].[O:14]1[CH2:15][CH2:16][O:17][CH2:18][CH2:19]1.[OH2:11]>>[Cl:1][c:2]1[c:3]([NH:12][NH2:13])[n:4][c:5]([Cl:9])[c:6]([Cl:8])[n:7]1. Reactants: ClC1=CC=C(C=C1)C(CCCCN1CCC(CC1)C=1C=C(C=CC1)NC(C(C)C)=O)=O (N-(3-{1-[5-(4-chlorophenyl)-5-oxopentyl]-4-piperidinyl}phenyl)-2-methylpropanamide), Cl.CC1=CC=C(C=C1)NN (4-methylphenylhydrazine hydrochloride). Yields the product ClC1=CC=C(C=C1)C=1NC2=CC=C(C=C2C1CCCN1CCC(CC1)C=1C=C(C=CC1)NC(C(C)C)=O)C (N-[3-(1-{3-[2-(4-CHLOROPHENYL)-5-METHYL-1H-INDOL-3-YL]PROPYL}-4-PIPERIDINYL)PHENYL]-2-METHYLPROPANAMIDE). RXN SMILES: [Cl:1][C:2]1[CH:7]=[CH:6][C:5]([C:8](=O)[CH2:9][CH2:10][CH2:11][CH2:12][N:13]2[CH2:18][CH2:17][CH:16]([C:19]3[CH:20]=[C:21]([NH:25][C:26](=[O:30])[CH:27]([CH3:29])[CH3:28])[CH:22]=[CH:23][CH:24]=3)[CH2:15][CH2:14]2)=[CH:4][CH:3]=1.Cl.[CH3:33][C:34]1[CH:39]=[CH:38][C:37]([NH:40]N)=[CH:36][CH:35]=1>>[Cl:1][C:2]1[CH:7]=[CH:6][C:5]([C:8]2[NH:40][C:37]3[C:38]([C:9]=2[CH2:10][CH2:11][CH2:12][N:13]2[CH2:18][CH2:17][CH:16]([C:19]4[CH:20]=[C:21]([NH:25][C:26](=[O:30])[CH:27]([CH3:29])[CH3:28])[CH:22]=[CH:23][CH:24]=4)[CH2:15][CH2:14]2)=[CH:39][C:34]([CH3:33])=[CH:35][CH:36]=3)=[CH:4][CH:3]=1 |f:1.2|. Reported procedure: Prepared by Procedure E and Scheme M using N-(3-{1-[5-(4-chlorophenyl)-5-oxopentyl]-4-piperidinyl}phenyl)-2-methylpropanamide and 4-methylphenylhydrazine hydrochloride: ESMS m/e: 528.2 (M+H)+. The reactants are Cc1ccc(N)cc1C, CCN(C(C)C)C(C)C, O=C(O)c1ccc([N+](=O)[O-])c(F)c1, [Na+], CN(C)C=O, [OH-]. The product is Cc1ccc(NC(=O)c2ccc([N+](=O)[O-])c(F)c2)cc1C. As a reaction SMILES: [CH3:14][c:15]1[cH:16][cH:17][c:18]([NH2:19])[cH:20][c:21]1[CH3:22].[CH:23]([N:24]([CH2:25][CH3:26])[CH:27]([CH3:28])[CH3:29])([CH3:30])[CH3:31].[F:1][c:2]1[cH:3][c:4]([C:5](=[O:6])[OH:7])[cH:8][cH:9][c:10]1[N+:11](=[O:12])[O-:13].[Na+:33].[O:34]=[CH:35][N:36]([CH3:37])[CH3:38].[OH-:32]>>[F:1][c:2]1[cH:3][c:4]([C:5](=[O:7])[NH:19][c:18]2[cH:17][cH:16][c:15]([CH3:14])[c:21]([CH3:22])[cH:20]2)[cH:8][cH:9][c:10]1[N+:11](=[O:12])[O-:13]. The reactants are CCCCCC, C[Si](C)(C)C=[N+]=[N-], CO, ClCCl, NC1CCC(C(=O)O)CC1. Product: COC(=O)C1CCC(N)CC1. RXN SMILES: [CH3:11][CH2:12][CH2:13][CH2:14][CH2:15][CH3:16].[CH3:17][Si:18]([CH:19]=[N+:20]=[N-:21])([CH3:22])[CH3:23].[CH3:27][OH:28].[Cl:24][CH2:25][Cl:26].[NH2:1][CH:2]1[CH2:3][CH2:4][CH:5]([C:8](=[O:9])[OH:10])[CH2:6][CH2:7]1>>[NH2:1][CH:2]1[CH2:3][CH2:4][CH:5]([C:8](=[O:9])[O:10][CH3:11])[CH2:6][CH2:7]1. Reactants: C(C)OC([C@H](NC(C)=O)CC=1N=CSC1)=O (N-acetyl-3-(4-thiazolyl)-D-alanine ethyl ester), Cl (HCl), resultant solution. Conditions: time 3 hour. Product: Cl.Cl.S1C=NC(=C1)C[C@H](N)C(=O)O (3-(4-Thiazolyl)-L-alanine Dihydrochloride). RXN SMILES: C([O:3][C:4](=[O:16])[C@@H:5]([CH2:10][C:11]1[N:12]=[CH:13][S:14][CH:15]=1)[NH:6]C(=O)C)C.[ClH:17]>>[ClH:17].[ClH:17].[S:14]1[CH:15]=[C:11]([CH2:10][C@@H:5]([C:4]([OH:16])=[O:3])[NH2:6])[N:12]=[CH:13]1 |f:2.3.4|. Reported procedure: A 2 L round bottom flask equipped with a magnetic stirrer was charged with N-acetyl-3-(4-thialzoyl)-L-alanine from Example 3L (92.6 g, 0.43 mol) and 6M HCl (1 L). The resultant solution was heated to reflux. After 3 h the mixture was allowed to cool to room temperature. The solution was then concentrated under reduced pressure, evaporated from toluene (3×200 mL), and dried under vacuum overnight to give 120 g of a slightly wet solid. This material was used in the next reaction without further pu... Reaction conditions: time 30 minute. Reactants: O (water), C(C)C1=C(C(=CC=C1)CC)C=1C=C2C(=CN1)NC=C2 (5-(2,6-diethyl-phenyl)-1H-pyrrolo[2,3-c]pyridine), [H-].[Na+] (NaH), BrC(CCC)CCC (4-bromo-heptane). Yields the product C(C)C1=C(C(=CC=C1)CC)C=1C=C2C(=CN1)N(C=C2)C(CCC)CCC (5-(2,6-Diethyl-phenyl)-1-(1-propyl-butyl)-1H-pyrrolo[2,3-c]pyridine). Reported procedure: To a solution of 5-(2,6-diethyl-phenyl)-1H-pyrrolo[2,3-c]pyridine (32 mg, 0.13 mmol) in DMF (0.5 mL) is added NaH (95%, 6 mg). The reaction mixture is stirred at room temperature for 30 minutes, and 4-bromo-heptane (137 mg, 0.77 mmol) is added. The mixture is heated at 60° C. for three hours and cooled. To the mixture, water (2 mL) and EtOAc (2 mL) are added. The organic layer is separated, washed with water once and concentrated under reduced pressure. The residue is purified by PTLC (Hexane/Et... The solvent is CCOC(=O)C (EtOAc), CN(C)C=O (DMF). RXN SMILES: [CH2:1]([C:3]1[CH:8]=[CH:7][CH:6]=[C:5]([CH2:9][CH3:10])[C:4]=1[C:11]1[CH:12]=[C:13]2[CH:19]=[CH:18][NH:17][C:14]2=[CH:15][N:16]=1)[CH3:2].[H-].[Na+].Br[CH:23]([CH2:27][CH2:28][CH3:29])[CH2:24][CH2:25][CH3:26].O>CN(C=O)C.CCOC(C)=O>[CH2:1]([C:3]1[CH:8]=[CH:7][CH:6]=[C:5]([CH2:9][CH3:10])[C:4]=1[C:11]1[CH:12]=[C:13]2[CH:19]=[CH:18][N:17]([CH:23]([CH2:27][CH2:28][CH3:29])[CH2:24][CH2:25][CH3:26])[C:14]2=[CH:15][N:16]=1)[CH3:2] |f:1.2|. The reactants are BrB(Br)Br, COc1ccc2c(=O)c(C(=O)Nc3cc(O)c(C(C)(C)C)cc3C(C)(C)C)c[nH]c2c1, ClCCl. Product: CC(C)(C)c1cc(C(C)(C)C)c(NC(=O)c2c[nH]c3cc(O)ccc3c2=O)cc1O. Reaction SMILES: [B:32]([Br:33])([Br:34])[Br:35].[C:1]([CH3:2])([CH3:3])([CH3:4])[c:5]1[c:6]([NH:16][C:17](=[O:18])[c:19]2[cH:20][nH:21][c:22]3[cH:23][c:24]([O:30][CH3:31])[cH:25][cH:26][c:27]3[c:28]2=[O:29])[cH:7][c:8]([OH:15])[c:9]([C:11]([CH3:12])([CH3:13])[CH3:14])[cH:10]1.[Cl:36][CH2:37][Cl:38]>>[C:1]([CH3:2])([CH3:3])([CH3:4])[c:5]1[c:6]([NH:16][C:17](=[O:18])[c:19]2[cH:20][nH:21][c:22]3[cH:23][c:24]([OH:30])[cH:25][cH:26][c:27]3[c:28]2=[O:29])[cH:7][c:8]([OH:15])[c:9]([C:11]([CH3:12])([CH3:13])[CH3:14])[cH:10]1.